From a dataset of the Open Reaction Database (ORD), a public repository of structured organic reaction records. describe an organic reaction: reactants, conditions, products, and yield Reaction SMILES: [Cl:1][C:2]1[N:10]=[CH:9][CH:8]=[CH:7][C:3]=1[C:4](Cl)=[O:5].[Al+3].[Cl-].[Cl-].[Cl-].O.[CH:16]1[CH:21]=[CH:20][CH:19]=[CH:18][CH:17]=1>>[C:4]([C:3]1[C:2]([Cl:1])=[N:10][CH:9]=[CH:8][CH:7]=1)(=[O:5])[C:16]1[CH:21]=[CH:20][CH:19]=[CH:18][CH:17]=1 |f:1.2.3.4|. Reported procedure: To a cooled solution of 150 g 2-chloro-nicotinoyl chloride in 400 ml benzene there is added slowly 238 g AlCl3. After refluxing 2 hrs. the reaction mixture is added with stirring to a slightly acidic ice: water mixture. The organic layer is separated and the aqueous one is extracted with ethyl ether. The combined organic layers are washed with HONa 1N, then with water, and dried over Na2SO4. The excess benzene is distilled at water pump pressure in a rotary evaporator and the residual oil is dis... The reactants are ClC1=C(C(=O)Cl)C=CC=N1 (2-chloro-nicotinoyl chloride), [Al+3].[Cl-].[Cl-].[Cl-] (AlCl3), C1=CC=CC=C1 (benzene), O (water). The product is C(C1=CC=CC=C1)(=O)C=1C(=NC=CC1)Cl (3-benzoyl-2-chloro-pyridine). Reactants: C(C)(=O)O[C@H]1[C@H](OC=2C=NC(=CC2)Br)SC[C@H]([C@@H]1OC(C)=O)OC(C)=O (6-bromo-3-pyridinyl 2,3,4-tri-O-acetyl-5-thio-β-D-xylopyranoside), IV, ClC=1C=C(C=NC1)B(O)O (5-chloro-3-pyridineboronic acid). The product is C(C)(=O)O[C@H]1[C@H](OC=2C=NC(=CC2)C=2C=NC=C(C2)Cl)SC[C@H]([C@@H]1OC(C)=O)OC(C)=O (6-(5-Chloro-3-pyridinyl)-3-pyridinyl 2,3,4-tri-O-acetyl-5-thio-β-D-xylo-pyranoside), solid. Yield: 40.0%. As a reaction SMILES: [C:1]([O:4][C@@H:5]1[C@@H:18]([O:19][C:20](=[O:22])[CH3:21])[C@H:17]([O:23][C:24](=[O:26])[CH3:25])[CH2:16][S:15][C@H:6]1[O:7][C:8]1[CH:9]=[N:10][C:11](Br)=[CH:12][CH:13]=1)(=[O:3])[CH3:2].[Cl:27][C:28]1[CH:29]=[C:30](B(O)O)[CH:31]=[N:32][CH:33]=1>>[C:1]([O:4][C@@H:5]1[C@@H:18]([O:19][C:20](=[O:22])[CH3:21])[C@H:17]([O:23][C:24](=[O:26])[CH3:25])[CH2:16][S:15][C@H:6]1[O:7][C:8]1[CH:9]=[N:10][C:11]([C:30]2[CH:31]=[N:32][CH:33]=[C:28]([Cl:27])[CH:29]=2)=[CH:12][CH:13]=1)(=[O:3])[CH3:2]. Procedure: By carrying out the operation analogously to example 1, starting from 6-bromo-3-pyridinyl 2,3,4-tri-O-acetyl-5-thio-β-D-xylopyranoside, obtained according to preparation IV, and 5-chloro-3-pyridineboronic acid, the desired product is obtained in the form of a white solid (yield=40%). Starting materials: ClC=1C=C(C(=O)CC#N)C=CC1Cl (3,4-Dichlorobenzoylacetonitrile), O.NN (hydrazine monohydrate). Solvent: C(C)O (ethanol). Product: NC1=NNC(=C1)C1=CC(=C(C=C1)Cl)Cl (3-amino-5-(3,4-dichlorophenyl)pyrazole). RXN SMILES: [Cl:1][C:2]1[CH:3]=[C:4]([CH:10]=[CH:11][C:12]=1[Cl:13])[C:5]([CH2:7][C:8]#[N:9])=O.O.[NH2:15][NH2:16]>C(O)C>[NH2:9][C:8]1[CH:7]=[C:5]([C:4]2[CH:10]=[CH:11][C:12]([Cl:13])=[C:2]([Cl:1])[CH:3]=2)[NH:16][N:15]=1 |f:1.2|. Procedure: 3,4-Dichlorobenzoylacetonitrile (3.0 g) was dissolved in ethanol (15 ml) to which was subsequently added hydrazine monohydrate (0.67 ml) while cooling with ice. The mixture was heatedunder reflux for 5 hours and allowed to cool. Then, the solvent was distilled away under a reduced pressure. The resulting residue was recrystallized from ethyl acetate-hexane to obtain the title compound (1.72 g) as colorless crystals (melting point: 169-170° C.). Reactants: C1(=CC=C(C=C1)C1=COC=C1)C1=CC=CC=C1 (3-biphenyl-4-yl-furan), BrC1=CC=C(C=C1)C1=CC=C(C=C1)C#N (4′-bromo-biphenyl-4-carbonitrile), O1C=C(C=C1)B(O)O (3-furanboronic acid). Run in CO (MeOH). Yields the product O1C=C(C=C1)C1=CC=C(C=C1)C1=CC=C(C=C1)C#N (4′-furan-3-yl-biphenyl-4-carbonitrile). The yield is 53.0%. RXN SMILES: [C:1]1([C:12]2[CH:17]=[CH:16][CH:15]=[CH:14][CH:13]=2)[CH:6]=[CH:5][C:4]([C:7]2[CH:11]=[CH:10][O:9][CH:8]=2)=[CH:3][CH:2]=1.BrC1C=CC(C2C=CC([C:31]#[N:32])=CC=2)=CC=1.O1C=CC(B(O)O)=C1>CO>[O:9]1[CH:10]=[CH:11][C:7]([C:4]2[CH:5]=[CH:6][C:1]([C:12]3[CH:17]=[CH:16][C:15]([C:31]#[N:32])=[CH:14][CH:13]=3)=[CH:2][CH:3]=2)=[CH:8]1. Procedure details: As described in Example 1(a) for the preparation of 3-biphenyl-4-yl-furan, crude 4′-bromo-biphenyl-4-carbonitrile (200 mg, 0.775 mmol) and 3-furanboronic acid (see Thompson, W. J.; Gaudino, G. J. Org. Chem. 1984, 49, 5237-5243; 105 mg, 0.937 mmol) in MeOH (2 mL) were coupled to give a yellow solid, which was purified via preparative TLC. Elution with EtOAc:benzene (1:99) provided 100 mg (53%) of 4′-furan-3-yl-biphenyl-4-carbonitrile as a grey powder, mp 199-203° C. 1H NMR (CDCl3): δ 7.81 (bs, 1H... Yields the product CCCn1nc2c(N)nc3ccccc3c2c1CC(C)(C)NC(=O)c1ccc(F)cc1. Reaction SMILES: [Cl-:1].[F:24][c:25]1[cH:26][cH:27][c:28]([C:29](=[O:30])[Cl:31])[cH:32][cH:33]1.[NH2:2][C:3]([CH2:4][c:5]1[n:6]([CH2:19][CH2:20][CH3:21])[n:7][c:8]2[c:9]([NH2:18])[n:10][c:11]3[cH:12][cH:13][cH:14][cH:15][c:16]3[c:17]12)([CH3:22])[CH3:23]>>[NH:2]([C:3]([CH2:4][c:5]1[n:6]([CH2:19][CH2:20][CH3:21])[n:7][c:8]2[c:9]([NH2:18])[n:10][c:11]3[cH:12][cH:13][cH:14][cH:15][c:16]3[c:17]12)([CH3:22])[CH3:23])[C:29]([c:28]1[cH:27][cH:26][c:25]([F:24])[cH:33][cH:32]1)=[O:30]. Starting materials: [Cl-], O=C(Cl)c1ccc(F)cc1, CCCn1nc2c(N)nc3ccccc3c2c1CC(C)(C)N.